This data is from the Open Reaction Database (ORD), a public repository of structured organic reaction records. The task is: describe an organic reaction: reactants, conditions, products, and yield Reactants: COc1ccccc1C(=O)c1sccc1Br, Cl, NO, O, c1ccncc1. Product: COc1ccccc1C(=NO)c1sccc1Br. As a reaction SMILES: [Br:1][c:2]1[c:3]([C:7](=[O:8])[c:9]2[c:10]([O:15][CH3:16])[cH:11][cH:12][cH:13][cH:14]2)[s:4][cH:5][cH:6]1.[ClH:17].[NH2:18][OH:19].[OH2:20].[cH:21]1[cH:22][cH:23][n:24][cH:25][cH:26]1>>[Br:1][c:2]1[c:3]([C:7]([c:9]2[c:10]([O:15][CH3:16])[cH:11][cH:12][cH:13][cH:14]2)=[N:18][OH:19])[s:4][cH:5][cH:6]1.